This data is from the Open Reaction Database (ORD), a public repository of structured organic reaction records. The task is: describe an organic reaction: reactants, conditions, products, and yield Reactants: BrC(C(=O)O)C(C)C (2-bromo-3-methylbutanoic acid), Cl.ClC1=CC=C(C=C1)C1CCNCC1 (4-(4-chlorophenyl)-piperidine hydrochloride), C=1C=CC2=C(C1)N=NN2O (HOBt), CCN=C=NCCCN(C)C (EDCI), CCN(C(C)C)C(C)C (DIEA). Run in CCOCC (Et2O), CN(C)C=O (DMF). Reaction conditions: time 8 hour. Product: BrC(C(=O)N1CCC(CC1)C1=CC=C(C=C1)Cl)C(C)C (2-bromo-1-(4-(4-chlorophenyl)piperidin-1-yl)-3-methylbutan-1-one). Yield: 76.0%. Reaction SMILES: [Br:1][CH:2]([CH:6]([CH3:8])[CH3:7])[C:3](O)=[O:4].Cl.[Cl:10][C:11]1[CH:16]=[CH:15][C:14]([CH:17]2[CH2:22][CH2:21][NH:20][CH2:19][CH2:18]2)=[CH:13][CH:12]=1.C1C=CC2N(O)N=NC=2C=1.CCN=C=NCCCN(C)C.CCN(C(C)C)C(C)C>CN(C=O)C.CCOCC>[Br:1][CH:2]([CH:6]([CH3:8])[CH3:7])[C:3]([N:20]1[CH2:21][CH2:22][CH:17]([C:14]2[CH:13]=[CH:12][C:11]([Cl:10])=[CH:16][CH:15]=2)[CH2:18][CH2:19]1)=[O:4] |f:1.2|. Procedure: A mixture of 2-bromo-3-methylbutanoic acid (14) (400 mg, 2.2 mmol), 4-(4-chlorophenyl)-piperidine hydrochloride (500 mg, 2.2 mmol), HOBt (300 mg, 2.2 mmol) and EDCI (425 mg, 2.2 mmol) was suspended in DMF (10 mL). DIEA (1.4 mL, 8 mmol) was added and the reaction was stirred overnight. After this time, the reaction was diluted with Et2O (100 mL) and washed sequentially with H2O (2×40 mL); aqueous 1N HCl (2×20 mL); aqueous sat. NaHCO3 (1×20 mL) solution and aqueous sat. NaCl (1×20 mL) solution. Th... Starting materials: C(C)OC(=O)N1CCC(CC1)C=1OC2=C(C1)C=C(C=C2)Cl (4-(5-chloro-2-benzofuranyl)-1-piperidinecarboxlic acid ethyl ester), [OH-].[K+] (potassium hydroxide). Solvent: C(CO)O (ethylene glycol). Product: ClC=1C=CC2=C(C=C(O2)C2CCNCC2)C1 (4-(5-chloro-2-benzofuranyl)-piperidine). Reaction SMILES: C(OC([N:6]1[CH2:11][CH2:10][CH:9]([C:12]2[O:13][C:14]3[CH:20]=[CH:19][C:18]([Cl:21])=[CH:17][C:15]=3[CH:16]=2)[CH2:8][CH2:7]1)=O)C.[OH-].[K+]>C(O)CO>[Cl:21][C:18]1[CH:19]=[CH:20][C:14]2[O:13][C:12]([CH:9]3[CH2:8][CH2:7][NH:6][CH2:11][CH2:10]3)=[CH:16][C:15]=2[CH:17]=1 |f:1.2|. Procedure details: 11.5 g of 4-(5-chloro-2-benzofuranyl)-1-piperidinecarboxlic acid ethyl ester is dissolved in 75 ml of ethylene glycol. After the addition of 50 ml of a 50% aqueous potassium hydroxide solution, the formed cloudy solution is heated, with vigorous stirring, for 15 hours at 160°; the reaction solution is thereupon cooled to 20°, and extracted twice with 500 ml of ethyl acetate each time. The organic phases are washed five times with 1 liter of water each time, dried over sodium sulphate, filtered, ... Reactants: Cc1cnc(CNCc2ncccc2C(C)C)c(C)c1, ClCCl, O=CCCCN1CCN(O)C1=O. The product is Cc1cnc(CN(CCCCN2CCN(O)C2=O)Cc2ncccc2C(C)C)c(C)c1. Reaction SMILES: [CH3:1][c:2]1[c:3]([CH2:9][NH:10][CH2:11][c:12]2[n:13][cH:14][cH:15][cH:16][c:17]2[CH:18]([CH3:19])[CH3:20])[n:4][cH:5][c:6]([CH3:8])[cH:7]1.[Cl:33][CH2:34][Cl:35].[OH:21][N:22]1[C:23](=[O:32])[N:24]([CH2:27][CH2:28][CH2:29][CH:30]=[O:31])[CH2:25][CH2:26]1>>[CH3:1][c:2]1[c:3]([CH2:9][N:10]([CH2:11][c:12]2[n:13][cH:14][cH:15][cH:16][c:17]2[CH:18]([CH3:19])[CH3:20])[CH2:30][CH2:29][CH2:28][CH2:27][N:24]2[C:23](=[O:32])[N:22]([OH:21])[CH2:26][CH2:25]2)[n:4][cH:5][c:6]([CH3:8])[cH:7]1. Starting materials: ice water, FC1=C(C(=CC(=C1)[N+](=O)[O-])OC)N1N=C(N=C1)C (1-(2-fluoro-6-methoxy-4-nitrophenyl)-3-methyl-1H-1,2,4-triazole), ( 2 ). The reagents and catalysts are [Pd] (Palladium on carbon). Run in CO (methanol). Reaction conditions: time 18 hour. Yields the product FC=1C=C(N)C=C(C1N1N=C(N=C1)C)OC (3-fluoro-5-methoxy-4-(3-methyl-1H-1,2,4-triazol-1-yl)aniline). The yield is 133.8%. As a reaction SMILES: [F:1][C:2]1[CH:7]=[C:6]([N+:8]([O-])=O)[CH:5]=[C:4]([O:11][CH3:12])[C:3]=1[N:13]1[CH:17]=[N:16][C:15]([CH3:18])=[N:14]1>[Pd].CO>[F:1][C:2]1[CH:7]=[C:6]([CH:5]=[C:4]([O:11][CH3:12])[C:3]=1[N:13]1[CH:17]=[N:16][C:15]([CH3:18])=[N:14]1)[NH2:8]. Procedure: Step S (2): 10% Palladium on carbon (0.776 g, 0.730 mmol) was added under an atmosphere of nitrogen to a chilled (ice-water bath) solution of 1-(2-fluoro-6-methoxy-4-nitrophenyl)-3-methyl-1H-1,2,4-triazole (1.84 g, 7.30 mmol) dissolved in methanol (150 mL). The flask was repeatedly evacuated and flushed with hydrogen gas (double balloon). The resulting mixture was allowed to warm to rt and left to stir for 18 h under the hydrogen atmosphere. The vessel was subsequently purged with nitrogen gas. ... Starting materials: O=C([O-])O, Cc1ccccc1, O=C(CCCCl)c1ccc(F)cc1, [I-], [K+], [Na+], OC(c1ccccc1)(c1ccccc1)C1CCNCC1. Yields the product Cl, O=C(CCCN1CCC(C(O)(c2ccccc2)c2ccccc2)CC1)c1ccc(F)cc1. Reaction SMILES: [C:36](=[O:37])([OH:38])[O-:39].[CH3:41][c:42]1[cH:43][cH:44][cH:45][cH:46][cH:47]1.[Cl:21][CH2:22][CH2:23][CH2:24][C:25](=[O:26])[c:27]1[cH:28][cH:29][c:30]([F:33])[cH:31][cH:32]1.[I-:35].[K+:34].[Na+:40].[c:1]1([C:7]([OH:8])([CH:9]2[CH2:10][CH2:11][NH:12][CH2:13][CH2:14]2)[c:15]2[cH:16][cH:17][cH:18][cH:19][cH:20]2)[cH:2][cH:3][cH:4][cH:5][cH:6]1>>[ClH:21].[c:1]1([C:7]([OH:8])([CH:9]2[CH2:10][CH2:11][N:12]([CH2:22][CH2:23][CH2:24][C:25](=[O:26])[c:27]3[cH:28][cH:29][c:30]([F:33])[cH:31][cH:32]3)[CH2:13][CH2:14]2)[c:15]2[cH:16][cH:17][cH:18][cH:19][cH:20]2)[cH:2][cH:3][cH:4][cH:5][cH:6]1.